Dataset: the Open Reaction Database (ORD), a public repository of structured organic reaction records. Task: describe an organic reaction: reactants, conditions, products, and yield Reactants: COC=1C=C(C=O)C=C(C1OC)O (3,4-dimethoxy-5-hydroxybenzaldehyde), BrCCCC(=O)OCC (ethyl 4-bromobutyrate). Procedure details: Employing the method of Preparation 3, 3.30 g (18.41 mmol) of 3,4-dimethoxy-5-hydroxybenzaldehyde is alkylated with ethyl 4-bromobutyrate. 4-(2,3-Dimethoxy-5-formylphenoxy)butanoic acid, ethyl ester is obtained as a yellow-orange oil after drying under high vacuum at 60° C. (5.45 g, 100%): IR (neat) 1735, 1690 cm-1 ; 1 H-NMR (CDCl3) is consistent with the desired product; MS (FAB) m/e 297 (M+ +H). Analysis calculated. for C15H20O6 : C, 60.80; H, 6.80; O, 32.40. Found: C, 60.51; H, 6.86; O, 32.63... Product: COC1=C(OCCCC(=O)OCC)C=C(C=C1OC)C=O (4-(2,3-Dimethoxy-5-formylphenoxy)butanoic acid, ethyl ester). RXN SMILES: [CH3:1][O:2][C:3]1[CH:4]=[C:5]([CH:8]=[C:9]([OH:13])[C:10]=1[O:11][CH3:12])[CH:6]=[O:7].Br[CH2:15][CH2:16][CH2:17][C:18]([O:20][CH2:21][CH3:22])=[O:19]>>[CH3:12][O:11][C:10]1[C:3]([O:2][CH3:1])=[CH:4][C:5]([CH:6]=[O:7])=[CH:8][C:9]=1[O:13][CH2:15][CH2:16][CH2:17][C:18]([O:20][CH2:21][CH3:22])=[O:19]. Yields the product COC(C1=C(C(=CC=C1)Br)OC)=O (3-bromo-2-methoxy-benzoic acid methyl ester). Reactants: S(O)(O)(=O)=O (sulfuric acid), BrC=1C(=C(C(=O)O)C=CC1)OC (3-bromo-2-methoxy-benzoic acid), CO (methanol). RXN SMILES: S(=O)(=O)(O)O.[Br:6][C:7]1[C:8]([O:16][CH3:17])=[C:9]([CH:13]=[CH:14][CH:15]=1)[C:10]([OH:12])=[O:11].[CH3:18]O>>[CH3:18][O:11][C:10](=[O:12])[C:9]1[CH:13]=[CH:14][CH:15]=[C:7]([Br:6])[C:8]=1[O:16][CH3:17]. Procedure: 5.0 mL of sulfuric acid (H2SO4) was slowly added to a solution of 5.0 g of 3-bromo-2-methoxy-benzoic acid 4 in 100 mL of methanol (MeOH). The resulting solution was heated to reflux overnight. The solution was cooled to room temperature and quenched with sodium bicarbonate to pH 7. The aqueous layer was extracted several times with ethyl acetate. The combined organic extracts were washed with brine and dried over sodium sulphate. The resulting mixture was filtered. The solvents were evaporated u... The reactants are O (water), C([O-])([O-])=O.[K+].[K+] (potassium carbonate), ClCOC (chloromethylmethyl ether), BrC1=CC=C(C=C1)O (4-bromophenol). The solvent is CN(C)C=O (DMF). Conditions: time 2 hour. Yields the product BrC1=CC=C(C=C1)OCOC (1-bromo-4-(methoxymethoxy)benzene). As a reaction SMILES: [Br:1][C:2]1[CH:7]=[CH:6][C:5]([OH:8])=[CH:4][CH:3]=1.C(=O)([O-])[O-].[K+].[K+].Cl[CH2:16][O:17][CH3:18].O>CN(C=O)C>[Br:1][C:2]1[CH:7]=[CH:6][C:5]([O:8][CH2:16][O:17][CH3:18])=[CH:4][CH:3]=1 |f:1.2.3|. Procedure details: In DMF (255 ml) was dissolved 4-bromophenol (51.0 g). To the mixture was added at room temperature potassium carbonate (81.5 g) and then was added dropwise chloromethylmethyl ether (44.8 ml), and the mixture was stirred for 2 hours. The reaction mixture was added to water, and the mixture was extracted with ethyl acetate, washed with saturated brine and dried with magnesium sulfate. Under reduced pressure, the solvent was evaporated, and the residue was purified with silica gel column chromatogr... The reactants are FC=1C=CC(=NC1)N1N=C(C(=C1)C(=O)OC)C1=CC=CC=C1 (methyl 1-(5-fluoropyridin-2-yl)-3-phenyl-1H-pyrazole-4-carboxylate), [OH-].[Na+] (NaOH), Cl (HCl). Run in CO (methanol), C1CCOC1 (THF). Conditions: temperature 50 celsius, time 18 hour. The product is [Cl-].[Na+] (sodium chloride salt), FC=1C=CC(=NC1)N1N=C(C(=C1)C(=O)O)C1=CC=CC=C1 (1-(5-Fluoropyridin-2-yl)-3-phenyl-1H-pyrazole-4-carboxylic acid). The yield is 146.1%. RXN SMILES: [F:1][C:2]1[CH:3]=[CH:4][C:5]([N:8]2[CH:12]=[C:11]([C:13]([O:15]C)=[O:14])[C:10]([C:17]3[CH:22]=[CH:21][CH:20]=[CH:19][CH:18]=3)=[N:9]2)=[N:6][CH:7]=1.[OH-].[Na+:24].[ClH:25]>CO.C1COCC1>[Cl-:25].[Na+:24].[F:1][C:2]1[CH:3]=[CH:4][C:5]([N:8]2[CH:12]=[C:11]([C:13]([OH:15])=[O:14])[C:10]([C:17]3[CH:18]=[CH:19][CH:20]=[CH:21][CH:22]=3)=[N:9]2)=[N:6][CH:7]=1 |f:1.2,6.7|. Procedure: To a solution of methyl 1-(5-fluoropyridin-2-yl)-3-phenyl-1H-pyrazole-4-carboxylate (0.55 g, 1.86 mmol) in methanol (9.3 mL) and THF (9.3 mL) was added NaOH (1.0 M in water; 5.59 mL, 5.59 mmol). The mixture was stirred at 50° C. After 18 h, the mixture was cooled to ambient temperature and HCl (6.0 M in water; 0.93 mL, 5.59 mmol) was added. The mixture was concentrated to dryness to give sodium chloride salt of the title compound (0.77 g). MS 284.1 (M+1). Reactants: ClCCl, CI, COc1ccc(OCCCCCCn2ccnc2)c(Cl)c1. Yields the product COc1ccc(OCCCCCC[n+]2ccn(C)c2)c(Cl)c1, [I-]. Reaction SMILES: [CH2:24]([Cl:25])[Cl:26].[CH3:22][I:23].[Cl:1][c:2]1[c:3]([O:4][CH2:5][CH2:6][CH2:7][CH2:8][CH2:9][CH2:10][n:11]2[cH:12][n:13][cH:14][cH:15]2)[cH:16][cH:17][c:18]([O:20][CH3:21])[cH:19]1>>[Cl:1][c:2]1[c:3]([O:4][CH2:5][CH2:6][CH2:7][CH2:8][CH2:9][CH2:10][n+:11]2[cH:12][n:13]([CH3:22])[cH:14][cH:15]2)[cH:16][cH:17][c:18]([O:20][CH3:21])[cH:19]1.[I-:23]. Solvent: CC(C)O (2-propanol). As a reaction SMILES: [F:1][C:2]1[CH:7]=[CH:6][C:5]([N+:8]([O-:10])=[O:9])=[CH:4][C:3]=1[CH3:11].O.[NH2:13][NH2:14]>CC(O)C>[FH:1].[NH:13]([C:2]1[CH:7]=[CH:6][C:5]([N+:8]([O-:10])=[O:9])=[CH:4][C:3]=1[CH3:11])[NH2:14] |f:1.2,4.5|. Conditions: time 2 hour. Starting materials: FC1=C(C=C(C=C1)[N+](=O)[O-])C (1-fluoro-2-methyl-4-nitrobenzene), O.NN (hydrazine hydrate), O.NN (hydrazine hydrate). Procedure: A mixture of 4.6 g of 1-fluoro-2-methyl-4-nitrobenzene and 3 ml of hydrazine hydrate in 45 ml of 2-propanol is heated to reflux for 2 hours. 3 ml of hydrazine hydrate are added, refluxing is continued for 2 hours and the mixture is left overnight with stirring at RT. The precipitate formed is drained. 3.53 g of the expected product are obtained, m.p.=182° C. Yields the product F.N(N)C1=C(C=C(C=C1)[N+](=O)[O-])C (1-Hydrazino-2-methyl-4-nitrobenzene hydrofluoride). Reactants: C(C)(C)(C)OC(CN1N(C(CCC(C1=O)N1C(C2=CC=CC=C2C1=O)=O)=O)CC1=CC=CC=C1)=O ((2-benzyl-6-(1,3-dioxo-1,3-dihydro-isoindol-2-yl)-3,7-dioxo-[1,2]diazepan-1-yl]-acetic acid tert-butyl ester), O.NN (hydrazine monohydrate). Run in C(C)O (ethanol). Run at time 30 minute. Product: C(C)(C)(C)OC(CN1N(C(CCC(C1=O)N)=O)CC1=CC=CC=C1)=O ((6-Amino-2-benzyl-3,7-dioxo-[1,2]diazepan-1-yl)-acetic acid tert-butyl ester). Isolated yield 99.4%. As a reaction SMILES: [C:1]([O:5][C:6](=[O:35])[CH2:7][N:8]1[C:14](=[O:15])[CH:13]([N:16]2C(=O)C3C(=CC=CC=3)C2=O)[CH2:12][CH2:11][C:10](=[O:27])[N:9]1[CH2:28][C:29]1[CH:34]=[CH:33][CH:32]=[CH:31][CH:30]=1)([CH3:4])([CH3:3])[CH3:2].O.NN>C(O)C>[C:1]([O:5][C:6](=[O:35])[CH2:7][N:8]1[C:14](=[O:15])[CH:13]([NH2:16])[CH2:12][CH2:11][C:10](=[O:27])[N:9]1[CH2:28][C:29]1[CH:30]=[CH:31][CH:32]=[CH:33][CH:34]=1)([CH3:4])([CH3:2])[CH3:3] |f:1.2|. Procedure: A solution of (2-benzyl-6-(1,3-dioxo-1,3-dihydro-isoindol-2-yl)-3,7-dioxo-[1,2]diazepan-1-yl]-acetic acid tert-butyl ester (5a) (150 mg, 0.31 mmol) and hydrazine monohydrate (17.3 mg, 35 mmol) in ethanol (1.5 mL) was stirred at room temperature for 6 hours. Solvent was removed in vacuo. The residue was taken up into acetic acid (1.5 mL) and stirred at room temperature for 30 min. The mixture was evaporated in vacuo and the resulting residue was dissolved in ethyl acetate (20 mL), washed with 5% ... Starting materials: C#CC(C)O, CN(C)C=O, Fc1ccccc1-c1cc(Cl)ncn1, [H-], [Na+], O. Yields the product C#CC(C)Oc1cc(-c2ccccc2F)ncn1. RXN SMILES: [CH3:15][CH:16]([C:17]#[CH:18])[OH:19].[CH3:23][N:24]([CH3:25])[CH:26]=[O:27].[Cl:1][c:2]1[n:3][cH:4][n:5][c:6](-[c:8]2[c:9]([F:14])[cH:10][cH:11][cH:12][cH:13]2)[cH:7]1.[H-:20].[Na+:21].[OH2:22]>>[c:2]1([O:19][CH:16]([CH3:15])[C:17]#[CH:18])[n:3][cH:4][n:5][c:6](-[c:8]2[c:9]([F:14])[cH:10][cH:11][cH:12][cH:13]2)[cH:7]1. Starting materials: BrC1=CC=2N(C=C1)C(=CN2)C(=O)NC2=C(C=CC(=C2)C(NCC2=C(C=CC=C2)N2CCN(CC2)C)=O)F (7-Bromo-N-(2-fluoro-5-(2-(4-methylpiperazin-1-yl)benzylcarbamoyl)phenyl)imidazo[1,2-a]pyridine-3-carboxamide), FC=1C=C(C=CC1C(=O)OC)B(O)O (3-fluoro-4-(methoxycarbonyl)phenylboronic acid). Product: FC1=C(C(=O)OC)C=CC(=C1)C1=CC=2N(C=C1)C(=CN2)C(NC2=C(C=CC(=C2)C(NCC2=C(C=CC=C2)N2CCN(CC2)C)=O)F)=O (Methyl 2-fluoro-4-(3-(2-fluoro-5-(2-(4-methylpiperazin-1-yl)benzylcarbamoyl)phenylcarbamoyl)imidazo[1,2-a]pyridin-7-yl)benzoate). RXN SMILES: Br[C:2]1[CH:7]=[CH:6][N:5]2[C:8]([C:11]([NH:13][C:14]3[CH:19]=[C:18]([C:20](=[O:36])[NH:21][CH2:22][C:23]4[CH:28]=[CH:27][CH:26]=[CH:25][C:24]=4[N:29]4[CH2:34][CH2:33][N:32]([CH3:35])[CH2:31][CH2:30]4)[CH:17]=[CH:16][C:15]=3[F:37])=[O:12])=[CH:9][N:10]=[C:4]2[CH:3]=1.[F:38][C:39]1[CH:40]=[C:41](B(O)O)[CH:42]=[CH:43][C:44]=1[C:45]([O:47][CH3:48])=[O:46]>>[F:38][C:39]1[CH:40]=[C:41]([C:2]2[CH:7]=[CH:6][N:5]3[C:8]([C:11](=[O:12])[NH:13][C:14]4[CH:19]=[C:18]([C:20](=[O:36])[NH:21][CH2:22][C:23]5[CH:28]=[CH:27][CH:26]=[CH:25][C:24]=5[N:29]5[CH2:30][CH2:31][N:32]([CH3:35])[CH2:33][CH2:34]5)[CH:17]=[CH:16][C:15]=4[F:37])=[CH:9][N:10]=[C:4]3[CH:3]=2)[CH:42]=[CH:43][C:44]=1[C:45]([O:47][CH3:48])=[O:46]. Reported procedure: The title compound is prepared from 7-Bromo-N-(2-fluoro-5-(2-(4-methylpiperazin-1-yl)benzylcarbamoyl)phenyl)imidazo[1,2-a]pyridine-3-carboxamide (Example 1.1 step 1) and 3-fluoro-4-(methoxycarbonyl)phenylboronic acid analogously to Example 1.1 step 2;